From a dataset of the Open Reaction Database (ORD), a public repository of structured organic reaction records. describe an organic reaction: reactants, conditions, products, and yield Reactants: CC(CCC=C)=O (hex-5-en-2-one), FC(C1=CC=C(C=C1)[Mg]Br)(F)F ([4-(trifluoromethyl)phenyl]magnesium bromide). Solvent: C(C)(=O)OCC (ethyl acetate), O1CCCC1 (tetrahydrofuran). Run at temperature 70 celsius, time 15 minute. The product is FC(C1=CC=C(C=C1)C(C)(CCC=C)O)(F)F (2-[4-(trifluoromethyl)phenyl]hex-5-en-2-ol). As a reaction SMILES: [CH3:1][C:2](=[O:7])[CH2:3][CH2:4][CH:5]=[CH2:6].[F:8][C:9]([F:19])([F:18])[C:10]1[CH:15]=[CH:14][C:13]([Mg]Br)=[CH:12][CH:11]=1>O1CCCC1.C(OCC)(=O)C>[F:8][C:9]([F:19])([F:18])[C:10]1[CH:15]=[CH:14][C:13]([C:2]([OH:7])([CH2:3][CH2:4][CH:5]=[CH2:6])[CH3:1])=[CH:12][CH:11]=1. Procedure: A solution of hex-5-en-2-one (1.00 g, 10.2 mmol) in tetrahydrofuran (3 mL) was added to [4-(trifluoromethyl)phenyl]magnesium bromide (0.26 M solution in tetrahydrofuran, 50 mL, 13 mmol) at 0° C. After 15 minutes at 0° C., the reaction mixture was heated at 70° C. for 18 hours, then cooled to room temperature, diluted with ethyl acetate, and washed with saturated aqueous ammonium chloride solution, with water, and with saturated aqueous sodium chloride solution. The organic layer was dried over m... The reactants are [H-].[Na+] (Sodium hydride), IC=1C=C2C[C@]3(C(NC4=NC=CC=C43)=O)CC2=CC1[N+](=O)[O-] ((2R)-5-Iodo-6-nitro-1,3-dihydrospiro[indene-2,3′-pyrrolo[2,3-b]pyridin]-2′(1′H)-one), C[Si](CCOCCl)(C)C (2-(Trimethylsilyl)ethoxymethyl chloride). The solvent is CN(C)C=O (DMF). Reaction conditions: time 5 minute. Product: IC=1C=C2C[C@]3(C(N(C4=NC=CC=C43)COCC[Si](C)(C)C)=O)CC2=CC1[N+](=O)[O-] ((2R)-5-Iodo-6-nitro-1′-{[2-(trimethylsilyl)ethoxy]methyl}-1,3-dihydrospiro[indene-2,3′-pyrrolo[2,3-b]pyridin]-2′(1′H)-one). Reaction SMILES: [H-].[Na+].[I:3][C:4]1[CH:5]=[C:6]2[C:19](=[CH:20][C:21]=1[N+:22]([O-:24])=[O:23])[CH2:18][C@:8]1([C:16]3[C:11](=[N:12][CH:13]=[CH:14][CH:15]=3)[NH:10][C:9]1=[O:17])[CH2:7]2.[CH3:25][Si:26]([CH3:33])([CH3:32])[CH2:27][CH2:28][O:29][CH2:30]Cl>CN(C=O)C>[I:3][C:4]1[CH:5]=[C:6]2[C:19](=[CH:20][C:21]=1[N+:22]([O-:24])=[O:23])[CH2:18][C@:8]1([C:16]3[C:11](=[N:12][CH:13]=[CH:14][CH:15]=3)[N:10]([CH2:30][O:29][CH2:28][CH2:27][Si:26]([CH3:33])([CH3:32])[CH3:25])[C:9]1=[O:17])[CH2:7]2 |f:0.1|. Reported procedure: Sodium hydride (60% dispersion in mineral oil; 525 mg, 13.1 mmol) was added to a solution of (2R)-5-iodo-6-nitro-1,3-dihydrospiro[indene-2,3′-pyrrolo[2,3-b]pyridin]-2′(1′H)-one from Step A (5.14 g, 12.6 mmol) in DMF (40 mL) at 0° C. and the mixture was stirred for 5 min. 2-(Trimethylsilyl)ethoxymethyl chloride (2.23 mL, 12.6 mmol) was then added dropwise, and the reaction mixture was stirred at 0° C. for 2 h. The reaction was quenched with dilute aqueous NaHCO3 (200 mL) and the mixture was extra... Reactants: [Na] (sodium), C1(=CC=CC=C1)C1=NN=C(O1)C(=O)N1CC(C1)OC1=CC=C(C=O)C=C1 (4-(1-(5-Phenyl-1,3,4-oxadiazole-2-carbonyl)azetidin-3-yloxy)benzaldehyde), Cl.CC1(CNCC1)CO ((3-methylpyrrolidin-3-yl)methanol hydrochloride), TEA, C(=O)(O)[O-].[Na+] (NaHCO3). Solvent: ClCCl (dichloromethane), ClCCl (dichloromethane). Run at time 30 minute. Yields the product OCC1(CN(CC1)CC1=CC=C(OC2CN(C2)C(=O)C=2OC(=NN2)C2=CC=CC=C2)C=C1)C ((3-(4-((3-(hydroxymethyl)-3-methylpyrrolidin-1-yl)methyl)phenoxy)azetidin-1-yl)(5-phenyl-1,3,4-oxadiazol-2-yl)methanone). As a reaction SMILES: [C:1]1([C:7]2[O:11][C:10]([C:12]([N:14]3[CH2:17][CH:16]([O:18][C:19]4[CH:26]=[CH:25][C:22]([CH:23]=O)=[CH:21][CH:20]=4)[CH2:15]3)=[O:13])=[N:9][N:8]=2)[CH:6]=[CH:5][CH:4]=[CH:3][CH:2]=1.Cl.[CH3:28][C:29]1([CH2:34][OH:35])[CH2:33][CH2:32][NH:31][CH2:30]1.[Na].C([O-])(O)=O.[Na+]>ClCCl>[OH:35][CH2:34][C:29]1([CH3:28])[CH2:33][CH2:32][N:31]([CH2:23][C:22]2[CH:21]=[CH:20][C:19]([O:18][CH:16]3[CH2:15][N:14]([C:12]([C:10]4[O:11][C:7]([C:1]5[CH:6]=[CH:5][CH:4]=[CH:3][CH:2]=5)=[N:8][N:9]=4)=[O:13])[CH2:17]3)=[CH:26][CH:25]=2)[CH2:30]1 |f:1.2,4.5,^1:35|. Procedure: Intermediate 71A (0.15 g, 0.43 mmol), intermediate 84A (0.098 g, 0.64 mmol) and TEA (0.238 mL, 1.72 mmol) were mixed in dichloromethane (4 mL). The mixture was stirred at RT for 30 min and then sodium triacetoxyhydroborate (0.182 g, 0.86 mmol) was added and the mixture was stirred at RT overnight. Aqueous NaHCO3 (sat., 4 mL) and dichloromethane (4 mL) were added and the mixture was filtered through a phase separator and the solvent was removed by evaporation. The product was purified by preparat... Reactants: O (water), N1C=CC2=CC=C(C=C12)C(=O)O (1H-indole-6-carboxylic acid), C([O-])([O-])=O.[K+].[K+] (potassium carbonate), IC (iodomethane). The solvent is CCCCCC (hexane), CN(C=O)C (N,N-dimethylformamide). Conditions: time 1 hour. Yields the product N1C=CC2=CC=C(C=C12)C(=O)OC (methyl 1H-indole-6-carboxylate). Isolated yield 87.3%. As a reaction SMILES: [NH:1]1[C:9]2[C:4](=[CH:5][CH:6]=[C:7]([C:10]([OH:12])=[O:11])[CH:8]=2)[CH:3]=[CH:2]1.[C:13](=O)([O-])[O-].[K+].[K+].IC.O>CN(C)C=O.CCCCCC>[NH:1]1[C:9]2[C:4](=[CH:5][CH:6]=[C:7]([C:10]([O:12][CH3:13])=[O:11])[CH:8]=2)[CH:3]=[CH:2]1 |f:1.2.3|. Procedure: Under a nitrogen atmosphere, to a solution of 1H-indole-6-carboxylic acid (121 g, 752 mmol) in N,N-dimethylformamide (360 ml) was added potassium carbonate (124 g, 900 mmol), and the mixture was stirred at room temperature for 1 hr. Then, iodomethane (56 ml, 900 mmol) was added dropwise at room temperature over 15 min, and the mixture was stirred for 2 hr. Then, to the reaction solution were added water (1.2 L) and hexane (100 ml), and the mixture was stirred at room temperature for 1 hr. The pr... Product: CCCC1CCC(CCC2CCC(c3ccccc3C(=O)Cl)CC2)CC1. Reactants: [Al+3], CCCC1CCC(CCC2CCC(c3ccccc3)CC2)CC1, ClCCl, [Cl-], [Cl-], [Cl-], O=C(Cl)C(=O)Cl, O. As a reaction SMILES: [Al+3:25].[CH2:1]([CH2:2][CH3:3])[CH:4]1[CH2:5][CH2:6][CH:7]([CH2:10][CH2:11][CH:12]2[CH2:13][CH2:14][CH:15]([c:18]3[cH:19][cH:20][cH:21][cH:22][cH:23]3)[CH2:16][CH2:17]2)[CH2:8][CH2:9]1.[CH2:35]([Cl:36])[Cl:37].[Cl-:24].[Cl-:26].[Cl-:27].[Cl:28][C:29](=[O:30])[C:31]([Cl:32])=[O:33].[OH2:34]>>[CH2:1]([CH2:2][CH3:3])[CH:4]1[CH2:5][CH2:6][CH:7]([CH2:10][CH2:11][CH:12]2[CH2:13][CH2:14][CH:15]([c:18]3[cH:19][cH:20][cH:21][cH:22][c:23]3[C:29]([Cl:28])=[O:30])[CH2:16][CH2:17]2)[CH2:8][CH2:9]1. The reactants are CN(C)C=O, O=[N+]([O-])c1cccnc1Cl, O=C(Cc1ccc(F)cc1)c1ccncc1, [H-], [Na+]. Yields the product O=C(c1ccncc1)C(c1ccc(F)cc1)c1ncccc1[N+](=O)[O-]. Reaction SMILES: [CH3:29][N:30]([CH3:31])[CH:32]=[O:33].[Cl:17][c:18]1[n:19][cH:20][cH:21][cH:22][c:23]1[N+:24](=[O:25])[O-:26].[F:1][c:2]1[cH:3][cH:4][c:5]([CH2:8][C:9](=[O:10])[c:11]2[cH:12][cH:13][n:14][cH:15][cH:16]2)[cH:6][cH:7]1.[H-:27].[Na+:28]>>[F:1][c:2]1[cH:3][cH:4][c:5]([CH:8]([C:9](=[O:10])[c:11]2[cH:12][cH:13][n:14][cH:15][cH:16]2)[c:18]2[n:19][cH:20][cH:21][cH:22][c:23]2[N+:24](=[O:25])[O-:26])[cH:6][cH:7]1. Reactants: [BH3-]C#N, CC(C)(C)[Si](C)(C)OC1CCC(=O)CC1, CC(=O)O, Nc1nc[nH]n1, [Na+], O. Yields the product CC(C)(C)[Si](C)(C)OC1CCC(Nc2nnc[nH]2)CC1. As a reaction SMILES: [C:22]([BH3-:23])#[N:24].[C:7]([CH3:8])([CH3:9])([CH3:10])[Si:11]([O:12][CH:13]1[CH2:14][CH2:15][C:16](=[O:19])[CH2:17][CH2:18]1)([CH3:20])[CH3:21].[CH3:27][C:28](=[O:29])[OH:30].[NH2:1][c:2]1[n:3][cH:4][nH:5][n:6]1.[Na+:25].[OH2:26]>>[NH:1]([c:2]1[nH:3][cH:4][n:5][n:6]1)[CH:16]1[CH2:15][CH2:14][CH:13]([O:12][Si:11]([C:7]([CH3:8])([CH3:9])[CH3:10])([CH3:20])[CH3:21])[CH2:18][CH2:17]1. The reactants are COC(=O)/C=C/C(=O)O ((2E)-3-(methoxycarbonyl)prop-2-enoic acid), Cl.CN(CCCN=C=NCC)C (N-(3-dimethylaminopropyl)-N′-ethylcarbodiimide hydrochloride), carboxylic acid, O[C@H](C(=O)N(CCOC)CCOC)C ((2S)-2-Hydroxy-N,N-bis(2-methoxyethyl)propanamide). Reagents/catalysts: CN(C)C1=CC=NC=C1 (4-(N,N-dimethyl)aminopyridine). Solvent: ClCCl (dichloromethane). The product is C(\C=C\C(=O)OC)(=O)O[C@@H](C)C(N(CCOC)CCOC)=O ((1S)-1-[N,N-bis(2-Methoxyethyl)carbamoyl]ethyl methyl (2E)but-2-ene-1,4-dioate). The yield is 16.4%. As a reaction SMILES: [CH3:1][O:2][C:3](/[CH:5]=[CH:6]/[C:7]([OH:9])=[O:8])=[O:4].Cl.CN(C)CCCN=C=NCC.O[C@@H:23]([CH3:35])[C:24]([N:26]([CH2:31][CH2:32][O:33][CH3:34])[CH2:27][CH2:28][O:29][CH3:30])=[O:25]>ClCCl.CN(C1C=CN=CC=1)C>[C:7]([O:9][C@H:23]([C:24](=[O:25])[N:26]([CH2:27][CH2:28][O:29][CH3:30])[CH2:31][CH2:32][O:33][CH3:34])[CH3:35])(=[O:8])/[CH:6]=[CH:5]/[C:3]([O:2][CH3:1])=[O:4] |f:1.2|. Procedure details: Following general procedure B2, (2E)-3-(methoxycarbonyl)prop-2-enoic acid (methyl hydrogen fumarate, MHF) (0.50 g, 3.84 mmol) was activated with N-(3-dimethylaminopropyl)-N′-ethylcarbodiimide hydrochloride (EDAC) (0.88 g, 4.60 mmol) in 20 mL of dichloromethane (DCM) at ca. 0° C. (2S)-2-Hydroxy-N,N-bis(2-methoxyethyl)propanamide (0.63 g, 3.07 mmol) and 4-(N,N-dimethyl)aminopyridine (DMAP) (0.40 g, 3.18 mmol) were added to the activated carboxylic acid. After work-up and isolation, and purificatio...